Dataset: the Open Reaction Database (ORD), a public repository of structured organic reaction records. Task: describe an organic reaction: reactants, conditions, products, and yield The reactants are CCCOCCC, CS(=O)(=O)O, CCO, COc1cc2c(cc1OC)C(=O)C(CC1CCN(Cc3ccccc3)CC1)C2. Product: CS(=O)(=O)O, COc1cc2c(cc1OC)C(=O)C(CC1CCN(Cc3ccccc3)CC1)C2. Reaction SMILES: [CH2:34]([O:35][CH2:36][CH2:37][CH3:38])[CH2:39][CH3:40].[CH3:1][S:2]([OH:3])(=[O:4])=[O:5].[CH3:41][CH2:42][OH:43].[CH3:6][O:7][c:8]1[cH:9][c:10]2[c:29]([cH:30][c:31]1[O:32][CH3:33])[C:27](=[O:28])[CH:12]([CH2:13][CH:14]1[CH2:15][CH2:16][N:17]([CH2:20][c:21]3[cH:22][cH:23][cH:24][cH:25][cH:26]3)[CH2:18][CH2:19]1)[CH2:11]2>>[CH3:1][S:2](=[O:3])(=[O:4])[OH:5].[CH3:6][O:7][c:8]1[cH:9][c:10]2[c:29]([cH:30][c:31]1[O:32][CH3:33])[C:27](=[O:28])[CH:12]([CH2:13][CH:14]1[CH2:15][CH2:16][N:17]([CH2:20][c:21]3[cH:22][cH:23][cH:24][cH:25][cH:26]3)[CH2:18][CH2:19]1)[CH2:11]2. Starting materials: CO, Cl, [Na+], COC(=O)c1cc(N2CCOCC2)cc2c1nc(C(F)(F)F)n2Cc1cccc2ccccc12, [OH-]. Yields the product O=C(O)c1cc(N2CCOCC2)cc2c1nc(C(F)(F)F)n2Cc1cccc2ccccc12. Reaction SMILES: [CH3:38][OH:39].[ClH:37].[Na+:36].[O:1]1[CH2:2][CH2:3][N:4]([c:7]2[cH:8][c:9]([C:31](=[O:32])[O:33][CH3:34])[c:10]3[c:11]([n:12]([CH2:19][c:20]4[cH:21][cH:22][cH:23][c:24]5[cH:25][cH:26][cH:27][cH:28][c:29]45)[c:13]([C:15]([F:16])([F:17])[F:18])[n:14]3)[cH:30]2)[CH2:5][CH2:6]1.[OH-:35]>>[O:1]1[CH2:2][CH2:3][N:4]([c:7]2[cH:8][c:9]([C:31](=[O:32])[OH:33])[c:10]3[c:11]([n:12]([CH2:19][c:20]4[cH:21][cH:22][cH:23][c:24]5[cH:25][cH:26][cH:27][cH:28][c:29]45)[c:13]([C:15]([F:16])([F:17])[F:18])[n:14]3)[cH:30]2)[CH2:5][CH2:6]1. The product is O=C1[C@@H]2N(C(=C(CS2)CSC=2SC=NN2)C(=O)OC(C2=CC=CC=C2)C2=CC=CC=C2)C1=O (benzhydryl 7-oxo-3-(1,3,4-thiadiazol-2-ylthiomethyl)-3-cephem-4-carboxylate). Procedure details: Benzhydryl 7-amino-3-(1,3,4-thiadiazol-2-ylthiomethyl)-3-cephem-4-carboxylate, trifluoromethanesulfonic anhydride, triethylamine and hydrochloric acid were reacted in the same manners as those of Examples 1-4 to give benzhydryl 7-oxo-3-(1,3,4-thiadiazol-2-ylthiomethyl)-3-cephem-4-carboxylate. As a reaction SMILES: N[CH:2]1[C:32](=[O:33])[N:4]2[C:5]([C:16]([O:18][CH:19]([C:26]3[CH:31]=[CH:30][CH:29]=[CH:28][CH:27]=3)[C:20]3[CH:25]=[CH:24][CH:23]=[CH:22][CH:21]=3)=[O:17])=[C:6]([CH2:9][S:10][C:11]3[S:12][CH:13]=[N:14][N:15]=3)[CH2:7][S:8][C@H:3]12.FC(F)(F)S(OS(C(F)(F)F)(=O)=O)(=O)=[O:37].Cl>C(N(CC)CC)C>[O:37]=[C:2]1[C:32](=[O:33])[N:4]2[C:5]([C:16]([O:18][CH:19]([C:20]3[CH:21]=[CH:22][CH:23]=[CH:24][CH:25]=3)[C:26]3[CH:27]=[CH:28][CH:29]=[CH:30][CH:31]=3)=[O:17])=[C:6]([CH2:9][S:10][C:11]3[S:12][CH:13]=[N:14][N:15]=3)[CH2:7][S:8][C@H:3]12. The reactants are NC1[C@@H]2N(C(=C(CS2)CSC=2SC=NN2)C(=O)OC(C2=CC=CC=C2)C2=CC=CC=C2)C1=O (Benzhydryl 7-amino-3-(1,3,4-thiadiazol-2-ylthiomethyl)-3-cephem-4-carboxylate), FC(S(=O)(=O)OS(=O)(=O)C(F)(F)F)(F)F (trifluoromethanesulfonic anhydride), Cl (hydrochloric acid). Solvent: C(C)N(CC)CC (triethylamine). Reactants: O=C(OC(Cl)(Cl)Cl)Cl (diphosgene), Cl.NC(C(=O)OC)C(=O)OC (dimethyl aminomalonate hydrochloride), C (charcoal). Run in O1CCOCC1 (dioxane). The product is N(=C=O)C(C(=O)OC)C(=O)OC (dimethyl isocyanatomalonate). The yield is 80.0%. As a reaction SMILES: [O:1]=[C:2](Cl)OC(Cl)(Cl)Cl.Cl.[NH2:10][CH:11]([C:16]([O:18][CH3:19])=[O:17])[C:12]([O:14][CH3:15])=[O:13].C>O1CCOCC1>[N:10]([CH:11]([C:16]([O:18][CH3:19])=[O:17])[C:12]([O:14][CH3:15])=[O:13])=[C:2]=[O:1] |f:1.2|. Procedure details: 9.7 mL diphosgene is added dropwise over 50 minutes to a mixture of 12.85 g dimethyl aminomalonate hydrochloride and 0.1 g activated charcoal in 25 mL dioxane under N2. The reaction mixture is warmed to 75°-80° C. during this time. The reaction mixture is then heated and stirred at reflux for 21/2 hours. The reaction mixture is then cooled, filtered, and concentrated to dryness by rotary evaporator, keeping exposure to moisture to a minimum. The crude product is purified by fractional distillati... Starting materials: CN(C)C=O, O=C=Nc1ccc(Cl)cc1, Cn1c(COc2ccc(CC3SC(=O)NC3=O)cc2)nc2ccc(OCCc3ccc(N)cc3)cc21. Yields the product Cn1c(COc2ccc(CC3SC(=O)NC3=O)cc2)nc2ccc(OCCc3ccc(NC(=O)Nc4ccc(Cl)cc4)cc3)cc21. RXN SMILES: [CH3:47][N:48]([CH3:49])[CH:50]=[O:51].[Cl:37][c:38]1[cH:39][cH:40][c:41]([N:44]=[C:45]=[O:46])[cH:42][cH:43]1.[NH2:1][c:2]1[cH:3][cH:4][c:5]([CH2:8][CH2:9][O:10][c:11]2[cH:12][cH:13][c:14]3[c:15]([n:16]([CH3:35])[c:17]([CH2:19][O:20][c:21]4[cH:22][cH:23][c:24]([CH2:25][CH:26]5[C:27](=[O:32])[NH:28][C:29](=[O:31])[S:30]5)[cH:33][cH:34]4)[n:18]3)[cH:36]2)[cH:6][cH:7]1>>[NH:1]([c:2]1[cH:3][cH:4][c:5]([CH2:8][CH2:9][O:10][c:11]2[cH:12][cH:13][c:14]3[c:15]([n:16]([CH3:35])[c:17]([CH2:19][O:20][c:21]4[cH:22][cH:23][c:24]([CH2:25][CH:26]5[C:27](=[O:32])[NH:28][C:29](=[O:31])[S:30]5)[cH:33][cH:34]4)[n:18]3)[cH:36]2)[cH:6][cH:7]1)[C:45]([NH:44][c:41]1[cH:40][cH:39][c:38]([Cl:37])[cH:43][cH:42]1)=[O:46]. Starting materials: FC(C(=O)O)(F)F.ClC1=CN=C(C2=CC(=CC=C12)S(=O)(=O)N(CC(=O)O)CC1=C(C=CC=C1)C)NC(=N)N (N-[(4-Chloro-1-guanidino-7-isoquinolinyl)sulphonyl]-N-(2-methylbenzyl)glycine trifluoroacetate), [H-].[Na+] (NaH), C(C)(C)(C)OC(CN(CC1=C(C=CC=C1)C)S(=O)(=O)C1=CC=C2C(=CN=C(C2=C1)Cl)Cl)=O (N-[(1,4-Dichloro-7-isoquinolinyl)sulphonyl]-N-(2-methylbenzyl)glycine t-butyl ester). The solvent is CCOC(=O)C (EtOAc), COCCOC (DME). Conditions: temperature 60 celsius. Product: C(C)(C)(C)OC(CN(CC1=C(C=CC=C1)C)S(=O)(=O)C1=CC=C2C(=CN=C(C2=C1)NC(=N)N)Cl)=O (N-[(4-chloro-1-guanidino-7-isoquinolinyl)sulphonyl]-N-(2-methylbenzyl)glycine t-butyl ester). The yield is 44.4%. RXN SMILES: FC(F)(F)C(O)=O.[Cl:8][C:9]1[C:18]2[C:13](=[CH:14][C:15]([S:19]([N:22]([CH2:27][C:28]3[CH:33]=[CH:32][CH:31]=[CH:30][C:29]=3[CH3:34])[CH2:23][C:24]([OH:26])=[O:25])(=[O:21])=[O:20])=[CH:16][CH:17]=2)[C:12]([NH:35][C:36]([NH2:38])=[NH:37])=[N:11][CH:10]=1.[H-].[Na+].[C:41](OC(=O)CN(S(C1C=C2C(C(Cl)=CN=C2Cl)=CC=1)(=O)=O)CC1C=CC=CC=1C)([CH3:44])([CH3:43])[CH3:42]>COCCOC.CCOC(C)=O>[C:41]([O:25][C:24](=[O:26])[CH2:23][N:22]([S:19]([C:15]1[CH:14]=[C:13]2[C:18]([C:9]([Cl:8])=[CH:10][N:11]=[C:12]2[NH:35][C:36]([NH2:38])=[NH:37])=[CH:17][CH:16]=1)(=[O:20])=[O:21])[CH2:27][C:28]1[CH:33]=[CH:32][CH:31]=[CH:30][C:29]=1[CH3:34])([CH3:44])([CH3:43])[CH3:42] |f:0.1,2.3|. Procedure details: N-[(4-Chloro-1-guanidino-7-isoquinolinyl)sulphonyl]-N-(2-methylbenzyl)glycine trifluoroacetate ##STR20## Guanidine hydrochloride (120 mg, 1.26 mmol) was added in one portion to a suspension of NaH (32 mg, 80% dispersion by wt in mineral oil, 1.06 mmol) in DME (10 mL) and the mixture was heated at 60° C. under N2 for 30 min. N-[(1,4-Dichloro-7-isoquinolinyl)sulphonyl]-N-(2-methylbenzyl)glycine t-butyl ester (200 mg, 0.405 mmol) was added and the mixture heated at 90° C. for 2 h. The cooled mixtur... Starting materials: CC#N, O=C1CCC(=O)N1Cl, Nc1ccc(C(C(F)(F)F)C(F)(F)F)nc1. Product: Nc1ccc(C(C(F)(F)F)C(F)(F)F)nc1Cl. RXN SMILES: [CH3:25][C:26]#[N:27].[Cl:17][N:18]1[C:19](=[O:20])[CH2:21][CH2:22][C:23]1=[O:24].[NH2:1][c:2]1[cH:3][cH:4][c:5]([CH:8]([C:9]([F:10])([F:11])[F:12])[C:13]([F:14])([F:15])[F:16])[n:6][cH:7]1>>[NH2:1][c:2]1[cH:3][cH:4][c:5]([CH:8]([C:9]([F:10])([F:11])[F:12])[C:13]([F:14])([F:15])[F:16])[n:6][c:7]1[Cl:17].